Dataset: the Open Reaction Database (ORD), a public repository of structured organic reaction records. Task: describe an organic reaction: reactants, conditions, products, and yield Reactants: CN1CCOCC1, O=C(Cl)OCc1ccccc1, ClCCl, Nc1nccc2ccc(C(F)(F)F)cc12. RXN SMILES: [CH3:27][N:28]1[CH2:29][CH2:30][O:31][CH2:32][CH2:33]1.[Cl:16][C:17](=[O:18])[O:19][CH2:20][c:21]1[cH:22][cH:23][cH:24][cH:25][cH:26]1.[Cl:34][CH2:35][Cl:36].[F:1][C:2]([c:3]1[cH:4][cH:5][c:6]2[cH:7][cH:8][n:9][c:10]([NH2:13])[c:11]2[cH:12]1)([F:14])[F:15]>>[F:1][C:2]([c:3]1[cH:4][cH:5][c:6]2[cH:7][cH:8][n:9][c:10]([NH:13][C:17](=[O:18])[O:19][CH2:20][c:21]3[cH:22][cH:23][cH:24][cH:25][cH:26]3)[c:11]2[cH:12]1)([F:14])[F:15]. The product is O=C(Nc1nccc2ccc(C(F)(F)F)cc12)OCc1ccccc1. RXN SMILES: [CH3:30][C:31](=[O:32])[O:33][C:34](=[O:35])[CH3:36].[CH3:37][c:38]1[cH:39][cH:40][cH:41][cH:42][cH:43]1.[NH2:1][c:2]1[cH:3][c:4]([N:8]2[CH2:9][CH2:10][N:11]([CH2:14][CH2:15][c:16]3[n:17]([CH2:23][CH:24]4[CH2:25][CH2:26][CH2:27][CH2:28][CH2:29]4)[c:18](=[O:22])[n:19]([CH3:21])[n:20]3)[CH2:12][CH2:13]2)[cH:5][cH:6][cH:7]1.[cH:44]1[cH:45][cH:46][n:47][cH:48][cH:49]1>>[NH:1]([c:2]1[cH:3][c:4]([N:8]2[CH2:9][CH2:10][N:11]([CH2:14][CH2:15][c:16]3[n:17]([CH2:23][CH:24]4[CH2:25][CH2:26][CH2:27][CH2:28][CH2:29]4)[c:18](=[O:22])[n:19]([CH3:21])[n:20]3)[CH2:12][CH2:13]2)[cH:5][cH:6][cH:7]1)[C:31]([CH3:30])=[O:32]. The product is CC(=O)Nc1cccc(N2CCN(CCc3nn(C)c(=O)n3CC3CCCCC3)CC2)c1. The reactants are CC(=O)OC(C)=O, Cc1ccccc1, Cn1nc(CCN2CCN(c3cccc(N)c3)CC2)n(CC2CCCCC2)c1=O, c1ccncc1. The reactants are CCO, C[S-], [Cl-], Clc1cc(Cl)ncn1, [NH4+], [Na+]. Yields the product CSc1cc(Cl)ncn1. RXN SMILES: [CH3:14][CH2:15][OH:16].[CH3:9][S-:10].[Cl-:12].[Cl:1][c:2]1[n:3][cH:4][n:5][c:6]([Cl:8])[cH:7]1.[NH4+:13].[Na+:11]>>[Cl:1][c:2]1[n:3][cH:4][n:5][c:6]([S:10][CH3:9])[cH:7]1. Reactants: [C-]#N.[K+] (potassium cyanide), OC1=C(C2=CC=CC=C2C=C1)N=NC1=CC=C(C=C1)S(=O)(=O)[O-].[Na+] (sodium 4-(2-hydroxy-1-naphthylazo)benzenesulfonate). Solvent: O (water). Run at time 2 day. Product: C(#N)C1=CC(=C(C2=CC=CC=C12)N)O (4-cyano-2-hydroxynaphthylamine). Isolated yield 55.2%. Reaction SMILES: [C-:1]#[N:2].[K+].[OH:4][C:5]1[CH:14]=[CH:13][C:12]2[C:7](=[CH:8][CH:9]=[CH:10][CH:11]=2)[C:6]=1[N:15]=NC1C=CC(S([O-])(=O)=O)=CC=1.[Na+]>O>[C:1]([C:13]1[C:12]2[C:7](=[CH:8][CH:9]=[CH:10][CH:11]=2)[C:6]([NH2:15])=[C:5]([OH:4])[CH:14]=1)#[N:2] |f:0.1,2.3|. Procedure details: 30 g (0.46 mol) of potassium cyanide are added to a solution of sodium 4-(2-hydroxy-1-naphthylazo)benzenesulfonate (10 g, 28.5 mmol) in 120 ml of water. After 2 days at 90° C., the mixture is filtered and the filtrate is saturated with carbon dioxide. The yellow precipitate is filtered off to give 2.9 g (55%) of 4-cyano-2-hydroxynaphthylamine (V). Starting materials: CC(=O)OI1(C=2C=CC=CC2C(=O)O1)(OC(=O)C)OC(=O)C (Dess-Martin periodinane), OC(C1CN(C1)C(=O)OC(C)(C)C)C1=CN=NN1C (tert-butyl 3-(hydroxy(1-methyl-1H-1,2,3-triazol-5-yl)methyl)azetidine-1-carboxylate), Intermediate 28, S(=S)(=O)([O-])[O-].[Na+].[Na+] (sodium thiosulfate), C([O-])(O)=O.[Na+] (sodium bicarbonate). Run in O (water), ClCCl (Dichloromethane), ClCCl (dichloromethane). Conditions: temperature 23 celsius, time 18 hour. The product is CN1N=NC=C1C(=O)C1CN(C1)C(=O)OC(C)(C)C (tert-Butyl 3-(1-methyl-1H-1,2,3-triazole-5-carbonyl)azetidine-1-carboxylate). RXN SMILES: CC(OI1(OC(C)=O)(OC(C)=O)OC(=O)C2C=CC=CC1=2)=O.[OH:23][CH:24]([C:36]1[N:40]([CH3:41])[N:39]=[N:38][CH:37]=1)[CH:25]1[CH2:28][N:27]([C:29]([O:31][C:32]([CH3:35])([CH3:34])[CH3:33])=[O:30])[CH2:26]1.S([O-])([O-])(=O)=S.[Na+].[Na+].C(=O)(O)[O-].[Na+]>ClCCl.O>[CH3:41][N:40]1[C:36]([C:24]([CH:25]2[CH2:28][N:27]([C:29]([O:31][C:32]([CH3:35])([CH3:34])[CH3:33])=[O:30])[CH2:26]2)=[O:23])=[CH:37][N:38]=[N:39]1 |f:2.3.4,5.6|. Reported procedure: Dess-Martin periodinane (10.9 g, 25.7 mmol) was added in one portion to a stirring solution of tert-butyl 3-(hydroxy(1-methyl-1H-1,2,3-triazol-5-yl)methyl)azetidine-1-carboxylate (4.60 g, 17.1 mmol, Intermediate 28: step a) in dry dichloromethane (86 mL). The resulting mixture was stirred at 23° C. After 18 hours, a mixture containing equal parts water, saturated aqueous sodium thiosulfate solution, and saturated aqueous sodium bicarbonate solution was added (200 mL). Dichloromethane (100 mL) wa...